From a dataset of the Open Reaction Database (ORD), a public repository of structured organic reaction records. describe an organic reaction: reactants, conditions, products, and yield Starting materials: 27.8, C(C(C)(C)C)(=O)C#N (pivaloyl cyanide), COC(C)(C)C (t-butyl methyl ether), S(O)(O)(=O)=O (sulphuric acid), ice. Solvent: C(C)(=O)O (acetic acid). Conditions: time 2 hour. The product is C(C)(C)(C)NC(C(=O)C(C)(C)C)=O (trimethylpyruvic acid N-tert.-butylamide). RXN SMILES: [C:1]([C:7]#[N:8])(=[O:6])[C:2]([CH3:5])([CH3:4])[CH3:3].CO[C:11]([CH3:14])([CH3:13])[CH3:12].S(=O)(=O)(O)[OH:16]>C(O)(=O)C>[C:11]([NH:8][C:7](=[O:16])[C:1]([C:2]([CH3:5])([CH3:4])[CH3:3])=[O:6])([CH3:14])([CH3:13])[CH3:12]. Reported procedure: 27.8 (0.25 mole) of pivaloyl cyanide, dissolved in 22 g (0.25 mole) of t-butyl methyl ether were added to a reaction mixture, which had been initially introduced into the reaction vessel, consisting of 37.5 g of concentrated sulphuric acid and 52.5 g of glacial acetic acid at 20° to 30° C. in the course of 30 minutes. After subsequently stirring the reaction mixture at room temperature for 2 hours, it was poured onto 125 g of ice and stirred thoroughly. The product which precipitated was filtere... The reactants are C(C)(=O)O (acetic acid), BrC=1C(NC(=CC1OCC1=C(C=C(C=C1)F)F)C)=O (3-bromo-4-[(2,4-difluorobenzyl)oxy]-6-methylpyridin-2(1H)-one), BrCC=1N=CC(=NC1)C(=O)OCC (ethyl 5-(bromomethyl)pyrazine-2-carboxylate), [H-].[Na+] (NaH). The solvent is C1CCOC1 (THF). Conditions: temperature 55 celsius. Product: BrC=1C(N(C(=CC1OCC1=C(C=C(C=C1)F)F)C)CC=1N=CC(=NC1)C(=O)OCC)=O (Ethyl 5-{[3-bromo-4-[(2,4-difluorobenzyl)oxy]-6-methyl-2-oxopyridin-1(2H)-yl]methyl}pyrazine-2-carboxylate). Isolated yield 33.7%. As a reaction SMILES: [Br:1][C:2]1[C:3](=[O:19])[NH:4][C:5]([CH3:18])=[CH:6][C:7]=1[O:8][CH2:9][C:10]1[CH:15]=[CH:14][C:13]([F:16])=[CH:12][C:11]=1[F:17].Br[CH2:21][C:22]1[N:23]=[CH:24][C:25]([C:28]([O:30][CH2:31][CH3:32])=[O:29])=[N:26][CH:27]=1.[H-].[Na+].C(O)(=O)C>C1COCC1>[Br:1][C:2]1[C:3](=[O:19])[N:4]([CH2:21][C:22]2[N:23]=[CH:24][C:25]([C:28]([O:30][CH2:31][CH3:32])=[O:29])=[N:26][CH:27]=2)[C:5]([CH3:18])=[CH:6][C:7]=1[O:8][CH2:9][C:10]1[CH:15]=[CH:14][C:13]([F:16])=[CH:12][C:11]=1[F:17] |f:2.3|. Procedure details: To a mixture of 3-bromo-4-[(2,4-difluorobenzyl)oxy]-6-methylpyridin-2(1H)-one (6.0 g, 0.018 mol) and ethyl 5-(bromomethyl)pyrazine-2-carboxylate (4.9 g, 0.02 mol) in THF (50.0 mL) was added NaH (0.5 g) and heated at 55° C. under argon atmosphere for 3 h. The reaction mixture was cooled added acetic acid (1.2 ml) and concentrated under reduced pressure. The residue was triturated with water and filtered the solid. It was washed with water, followed by ethanol and dried in vacuo to afford the titl... Product: BrC=1C=C(C(=C(C=O)C1)OC)C1CCC1 (5-bromo-3-cyclobutyl-2-methoxybenzaldehyde). Reaction SMILES: [Br:1][C:2]1[CH:3]=[C:4]([CH:11]2[CH2:14][CH2:13][CH2:12]2)[C:5]([OH:10])=[C:6]([CH:9]=1)[CH:7]=[O:8].[C:15](=O)([O-])[O-].[K+].[K+].COS(=O)(=O)OC>CN(C)C=O>[Br:1][C:2]1[CH:3]=[C:4]([CH:11]2[CH2:12][CH2:13][CH2:14]2)[C:5]([O:10][CH3:15])=[C:6]([CH:9]=1)[CH:7]=[O:8] |f:1.2.3|. Conditions: time 14 hour. The solvent is CN(C=O)C (N,N-dimethylformamide). Procedure: 5-bromo-3-cyclobutyl-2-hydroxybenzaldehyde was dissolved in N,N-dimethylformamide (30 mL), and potassium carbonate (10.79 g) and dimethylsulfuric acid (3.7 mL) were added to the solution under water cooling, and then the mixture was stirred at room temperature for 14 hours. The reaction solution was filtered and water was added, and then the reaction mixture was extracted with ethyl acetate. The organic layer was washed with saturated brine, and then dried over anhydrous sodium sulfate. The solv... Starting materials: C([O-])([O-])=O.[K+].[K+] (potassium carbonate), COS(OC)(=O)=O (dimethylsulfuric acid), BrC=1C=C(C(=C(C=O)C1)O)C1CCC1 (5-bromo-3-cyclobutyl-2-hydroxybenzaldehyde). Starting materials: N1C[C@H](CCC1)CNC(=O)[C@@H]1N(CCC1)C(=O)[C@H]1N(CCC1)C(CC(C1=CC=CC=C1)(C1=CC=CC=C1)C1=CC=CC=C1)=O ((2R)-N-((3S)-3-piperidylmethyl)-1-{(2S)-1-(3,3,3-triphenylpropanoyl)pyrrolidin-2-yl}carbonylpyrrolidine-2-carboxamide), C(CC)=O (propionaldehyde). Product: C(CC)N1C[C@H](CCC1)CNC(=O)[C@@H]1N(CCC1)C(=O)[C@H]1N(CCC1)C(CC(C1=CC=CC=C1)(C1=CC=CC=C1)C1=CC=CC=C1)=O ((2R)-N-{((3R)-1-propyl-3-piperidyl)methyl}-1-{(2S)-1-(3,3,3-triphenylpropanoyl)pyrrolidin-2-yl}carbonylpyrrolidine-2-carboxamide). RXN SMILES: [NH:1]1[CH2:6][CH2:5][CH2:4][C@H:3]([CH2:7][NH:8][C:9]([C@H:11]2[CH2:15][CH2:14][CH2:13][N:12]2[C:16]([C@@H:18]2[CH2:22][CH2:21][CH2:20][N:19]2[C:23](=[O:44])[CH2:24][C:25]([C:38]2[CH:43]=[CH:42][CH:41]=[CH:40][CH:39]=2)([C:32]2[CH:37]=[CH:36][CH:35]=[CH:34][CH:33]=2)[C:26]2[CH:31]=[CH:30][CH:29]=[CH:28][CH:27]=2)=[O:17])=[O:10])[CH2:2]1.[CH:45](=O)[CH2:46][CH3:47]>>[CH2:45]([N:1]1[CH2:6][CH2:5][CH2:4][C@H:3]([CH2:7][NH:8][C:9]([C@H:11]2[CH2:15][CH2:14][CH2:13][N:12]2[C:16]([C@@H:18]2[CH2:22][CH2:21][CH2:20][N:19]2[C:23](=[O:44])[CH2:24][C:25]([C:32]2[CH:33]=[CH:34][CH:35]=[CH:36][CH:37]=2)([C:38]2[CH:43]=[CH:42][CH:41]=[CH:40][CH:39]=2)[C:26]2[CH:31]=[CH:30][CH:29]=[CH:28][CH:27]=2)=[O:17])=[O:10])[CH2:2]1)[CH2:46][CH3:47]. Reported procedure: The title compound was prepared by a method similar to Step 3 of Example 17, using (2R)-N-((3S)-3-piperidylmethyl)-1-{(2S)-1-(3,3,3-triphenylpropanoyl)pyrrolidin-2-yl}carbonylpyrrolidine-2-carboxamide and propionaldehyde. The product was obtained as a white solid.